Dataset: the Open Reaction Database (ORD), a public repository of structured organic reaction records. Task: describe an organic reaction: reactants, conditions, products, and yield Reactants: BrC1=C(C=CC=C1)[N+](=O)[O-] (1-bromo-2-nitrobenzene), O (Water), C(C)B(C=1C=NC=CC1)CC (diethyl (3-pyridyl) borane), C([O-])([O-])=O.[Na+].[Na+] (sodium carbonate). Reagents/catalysts: [Pd](Cl)Cl.C1(=CC=CC=C1)P(C1=CC=CC=C1)C1=CC=CC=C1.C1(=CC=CC=C1)P(C1=CC=CC=C1)C1=CC=CC=C1 (bis (triphenylphosphine) palladium (II) chloride). Solvent: C(Cl)Cl.CO (methylene chloride methanol), O1CCCC1 (tetrahydrofuran). The product is [N+](=O)([O-])C1=C(C=CC=C1)C=1C=NC=CC1 (3-(2-Nitro-phenyl)-pyridine). The yield is 40.9%. Reaction SMILES: Br[C:2]1[CH:7]=[CH:6][CH:5]=[CH:4][C:3]=1[N+:8]([O-:10])=[O:9].C(B(CC)[C:14]1[CH:15]=[N:16][CH:17]=[CH:18][CH:19]=1)C.C(=O)([O-])[O-].[Na+].[Na+].O>O1CCCC1.[Pd](Cl)Cl.C1(P(C2C=CC=CC=2)C2C=CC=CC=2)C=CC=CC=1.C1(P(C2C=CC=CC=2)C2C=CC=CC=2)C=CC=CC=1.C(Cl)Cl.CO>[N+:8]([C:3]1[CH:4]=[CH:5][CH:6]=[CH:7][C:2]=1[C:14]1[CH:15]=[N:16][CH:17]=[CH:18][CH:19]=1)([O-:10])=[O:9] |f:2.3.4,7.8.9,10.11|. Procedure: To a mixture consisting of 1-bromo-2-nitrobenzene (2.12 g, 8.7 mmol), diethyl (3-pyridyl) borane (1.47 g, 10.0 mmol), and bis (triphenylphosphine) palladium (II) chloride (913 mg, 1.3 mmol) in tetrahydrofuran (40 ml), sodium carbonate (4.24 g, 40.0 mmol) was added, and the resulting reaction mixture was heated at reflux for 4 hours. Water (40 ml) was added to the cooled reaction mixture which was then extracted with three 25 ml portions of ethyl acetate. The combined organic extracts were dried ...